This data is from the Open Reaction Database (ORD), a public repository of structured organic reaction records. The task is: describe an organic reaction: reactants, conditions, products, and yield Starting materials: ClCCl, O=C(O)C(F)(F)F, Cn1c(C2=CCN(C(=O)OC(C)(C)C)CC2)nc(-c2ccccc2)c1-c1nc2c(N)ncnc2s1. Product: Cn1c(C2=CCNCC2)nc(-c2ccccc2)c1-c1nc2c(N)ncnc2s1. RXN SMILES: [Cl:43][CH2:44][Cl:45].[F:36][C:37]([F:38])([F:39])[C:40]([OH:41])=[O:42].[NH2:1][c:2]1[c:3]2[c:4]([n:5][cH:6][n:7]1)[s:8][c:9](-[c:11]1[c:12](-[c:30]3[cH:31][cH:32][cH:33][cH:34][cH:35]3)[n:13][c:14]([C:17]3=[CH:22][CH2:21][N:20]([C:23]([O:24][C:25]([CH3:26])([CH3:27])[CH3:28])=[O:29])[CH2:19][CH2:18]3)[n:15]1[CH3:16])[n:10]2>>[NH2:1][c:2]1[c:3]2[c:4]([n:5][cH:6][n:7]1)[s:8][c:9](-[c:11]1[c:12](-[c:30]3[cH:31][cH:32][cH:33][cH:34][cH:35]3)[n:13][c:14]([C:17]3=[CH:22][CH2:21][NH:20][CH2:19][CH2:18]3)[n:15]1[CH3:16])[n:10]2. The reactants are [BH3-]C#N, C=O, CO, CC1(C)OC2C(CNC3CC(CCC(=O)OCc4ccccc4)C3)OC(n3cnc4c(N)ncnc43)C2O1, [Na+], O. The product is CN(CC1OC(n2cnc3c(N)ncnc32)C2OC(C)(C)OC12)C1CC(CCC(=O)OCc2ccccc2)C1. As a reaction SMILES: [C:42]([BH3-:43])#[N:44].[CH2:39]=[O:40].[CH3:46][OH:47].[NH2:1][c:2]1[c:3]2[n:4][cH:5][n:6]([CH:11]3[O:12][CH:13]([CH2:21][NH:22][CH:23]4[CH2:24][CH:25]([CH2:27][CH2:28][C:29](=[O:30])[O:31][CH2:32][c:33]5[cH:34][cH:35][cH:36][cH:37][cH:38]5)[CH2:26]4)[CH:14]4[CH:15]3[O:16][C:17]([CH3:19])([CH3:20])[O:18]4)[c:7]2[n:8][cH:9][n:10]1.[Na+:45].[OH2:41]>>[NH2:1][c:2]1[c:3]2[n:4][cH:5][n:6]([CH:11]3[O:12][CH:13]([CH2:21][N:22]([CH:23]4[CH2:24][CH:25]([CH2:27][CH2:28][C:29](=[O:30])[O:31][CH2:32][c:33]5[cH:34][cH:35][cH:36][cH:37][cH:38]5)[CH2:26]4)[CH3:42])[CH:14]4[CH:15]3[O:16][C:17]([CH3:19])([CH3:20])[O:18]4)[c:7]2[n:8][cH:9][n:10]1. Starting materials: BrCCN1C(C=2C(C1=O)=CC=CC2)=O (N-(2-bromoethyl)phthalimide), BrCCN1C(C=2C(C1=O)=CC=CC2)=O (N-(2-bromoethyl)phthalimide), ClC=1C(=C2N=C(C(=NC2=CC1Cl)OC)OC)NS(=O)(=O)C (N-(6,7-dichloro-2,3-dimethoxy-quinoxalin-5-yl)-methanesulphonamide), C([O-])([O-])=O.[K+].[K+] (potassium carbonate). Run in CC(=O)C (acetone). Conditions: time 48 hour. Product: ClC=1C(=C2N=C(C(=NC2=CC1Cl)OC)OC)N(S(=O)(=O)C)CCN1C(C=2C(C1=O)=CC=CC2)=O (N-(6,7-dichloro-2,3-dimethoxyquinoxalin-5-yl)-N-(2-phthalimidoethyl)methanesulphonamide). Yield: 85.5%. Reaction SMILES: Br[CH2:2][CH2:3][N:4]1[C:8](=[O:9])[C:7]2=[CH:10][CH:11]=[CH:12][CH:13]=[C:6]2[C:5]1=[O:14].[Cl:15][C:16]1[C:17]([NH:31][S:32]([CH3:35])(=[O:34])=[O:33])=[C:18]2[C:23](=[CH:24][C:25]=1[Cl:26])[N:22]=[C:21]([O:27][CH3:28])[C:20]([O:29][CH3:30])=[N:19]2.C(=O)([O-])[O-].[K+].[K+]>CC(C)=O>[Cl:15][C:16]1[C:17]([N:31]([CH2:2][CH2:3][N:4]2[C:8](=[O:9])[C:7]3=[CH:10][CH:11]=[CH:12][CH:13]=[C:6]3[C:5]2=[O:14])[S:32]([CH3:35])(=[O:34])=[O:33])=[C:18]2[C:23](=[CH:24][C:25]=1[Cl:26])[N:22]=[C:21]([O:27][CH3:28])[C:20]([O:29][CH3:30])=[N:19]2 |f:2.3.4|. Procedure details: N-(2-bromoethyl)phthalimide (1.73 g, 6.81 mmol) was added to a refluxing mixture of N-(6,7-dichloro-2,3-dimethoxy-quinoxalin-5-yl)-methanesulphonamide (2.00 g, 5.68 mmol) and potassium carbonate (1.88 g, 13.63 mmol) in acetone (100 ml) under nitrogen. After 48 hours, further N-(2-bromoethyl)phthalimide (1.73 g, 6.81 mmol) was added and refluxing continued for 18 hours. After cooling the mixture was concentrated under reduced pressure and the residue dissolved in dichloromethane. The resulting so... The reactants are BrC1=CC(=NC=C1)C1=NNC(=N1)C=1N=CSC1 (4-(3-(4-bromopyridin-2-yl)-1H-1,2,4-triazol-5-yl)thiazole), [H-].[Na+] (sodium hydride), BrCC1=C(C=CC=C1)F (1-(bromomethyl)-2-fluorobenzene), C(Cl)Cl (Methylene chloride). Solvent: CN(C)C=O (DMF), [Cl-].[Na+].O (Brine). Run at time 10 minute. Yields the product BrC1=CC(=NC=C1)C1=NN(C(=N1)C=1N=CSC1)CC1=C(C=CC=C1)F (4-(3-(4-bromopyridin-2-yl)-1-(2-fluorobenzyl)-1H-1,2,4-triazol-5-yl)thiazole), BrC1=CC(=NC=C1)C1=NC(=NN1CC1=C(C=CC=C1)F)C=1N=CSC1 (4-(5-(4-bromopyridin-2-yl)-1-(2-fluorobenzyl)-1H-1,2,4-triazol-3-yl)thiazole). RXN SMILES: [Br:1][C:2]1[CH:7]=[CH:6][N:5]=[C:4]([C:8]2[N:12]=[C:11]([C:13]3[N:14]=[CH:15][S:16][CH:17]=3)[NH:10][N:9]=2)[CH:3]=1.[H-].[Na+].Br[CH2:21][C:22]1[CH:27]=[CH:26][CH:25]=[CH:24][C:23]=1[F:28].C(Cl)Cl>CN(C=O)C.[Cl-].[Na+].O>[Br:1][C:2]1[CH:7]=[CH:6][N:5]=[C:4]([C:8]2[N:12]=[C:11]([C:13]3[N:14]=[CH:15][S:16][CH:17]=3)[N:10]([CH2:21][C:22]3[CH:27]=[CH:26][CH:25]=[CH:24][C:23]=3[F:28])[N:9]=2)[CH:3]=1.[Br:1][C:2]1[CH:7]=[CH:6][N:5]=[C:4]([C:8]2[N:9]([CH2:21][C:22]3[CH:27]=[CH:26][CH:25]=[CH:24][C:23]=3[F:28])[N:10]=[C:11]([C:13]3[N:14]=[CH:15][S:16][CH:17]=3)[N:12]=2)[CH:3]=1 |f:1.2,6.7.8|. Procedure details: To a stirring solution of 4-(3-(4-bromopyridin-2-yl)-1H-1,2,4-triazol-5-yl)thiazole (1 eq) in DMF was added sodium hydride (2.1 eq). After 10 minutes, 1-(bromomethyl)-2-fluorobenzene (1.1 eq) was added and the reaction was stirred overnight at room temperature. Brine was used to quench the reaction. Methylene chloride was used to extract the aqueous layer. The combined organic layers were washed with brine, dried over sodium sulfate and concentrated. SiO2 chromatography yielded 4-(3-(4-bromopyri... Reactants: C(C)OC(=O)N1CCN(CC1)C([C@H](CC1OC(OC1)(C)C)NC(=O)OCC1=CC=CC=C1)=O (4-[(S)-2-Benzyloxycarbonylamino-3-(2,2-dimethyl-[1,3]dioxolan-4-yl)-propionyl]-piperazine-1-carboxylic acid ethyl ester). Reagents/catalysts: [Pd] (Pd/C). Run in C(C)(=O)OCC (ethyl acetate). Reaction conditions: time 12 hour. Product: C(C)OC(=O)N1CCN(CC1)C([C@H](CC1OC(OC1)(C)C)N)=O (4-[(S)-2-Amino-3-(2,2-dimethyl-[1,3]dioxolan-4-yl)-propionyl]-piperazine-1-carboxylic acid ethyl ester). RXN SMILES: [CH2:1]([O:3][C:4]([N:6]1[CH2:11][CH2:10][N:9]([C:12](=[O:33])[C@@H:13]([NH:22]C(OCC2C=CC=CC=2)=O)[CH2:14][CH:15]2[CH2:19][O:18][C:17]([CH3:21])([CH3:20])[O:16]2)[CH2:8][CH2:7]1)=[O:5])[CH3:2]>C(OCC)(=O)C.[Pd]>[CH2:1]([O:3][C:4]([N:6]1[CH2:7][CH2:8][N:9]([C:12](=[O:33])[C@@H:13]([NH2:22])[CH2:14][CH:15]2[CH2:19][O:18][C:17]([CH3:20])([CH3:21])[O:16]2)[CH2:10][CH2:11]1)=[O:5])[CH3:2]. Procedure details: To a solution of 612 mg 4-[(S)-2-Benzyloxycarbonylamino-3-(2,2-dimethyl-[1,3]dioxolan-4-yl)-propionyl]-piperazine-1-carboxylic acid ethyl ester in 15 ml ethyl acetate were added 200 mg Pd/C (10%) and the suspension stirred under an atmosphere of hydrogen (1 bar) for 12 h. The reaction mixture was filtered over a plug of Celite, washed with ethyl acetate, concentrated and the crude product used without further purification. Yield: 344 mg. The reactants are FC=1C=CC=C2C=CC(=NC12)COC1=CC2=C(OCC3=C(C2O)C=CC=C3)C=C1 (2-(8-Fluoroquinolin-2-yl)methoxy-11-hydroxy-6,11-dihydrodibenz[b,e]oxepine), SCCC(=O)O (3-mercaptopropionic acid). The product is C(=O)(O)CCSC1C2=C(OCC3=C1C=CC=C3)C=CC(=C2)OCC2=NC3=C(C=CC=C3C=C2)F (11-(2-Carboxyethylthio)-2-(8-fluoroquinolin-2-yl)methoxy-6,11-dihydrodibenz[b,e]oxepine). As a reaction SMILES: [F:1][C:2]1[CH:3]=[CH:4][CH:5]=[C:6]2[C:11]=1[N:10]=[C:9]([CH2:12][O:13][C:14]1[CH:29]=[CH:28][C:17]3[O:18][CH2:19][C:20]4[CH:27]=[CH:26][CH:25]=[CH:24][C:21]=4[CH:22](O)[C:16]=3[CH:15]=1)[CH:8]=[CH:7]2.[SH:30][CH2:31][CH2:32][C:33]([OH:35])=[O:34]>>[C:33]([CH2:32][CH2:31][S:30][CH:22]1[C:21]2[CH:24]=[CH:25][CH:26]=[CH:27][C:20]=2[CH2:19][O:18][C:17]2[CH:28]=[CH:29][C:14]([O:13][CH2:12][C:9]3[CH:8]=[CH:7][C:6]4[C:11](=[C:2]([F:1])[CH:3]=[CH:4][CH:5]=4)[N:10]=3)=[CH:15][C:16]1=2)([OH:35])=[O:34]. Procedure details: 2-(8-Fluoroquinolin-2-yl)methoxy-11-hydroxy-6,11-dihydrodibenz[b,e]oxepine and 3-mercaptopropionic acid were used and reacted in the same manner as in Example 1 to obtain the title compound. Yield: 13.0%. Starting materials: ((1R*,5S*,6S*)-6-(Aminomethyl)-6-hydroxy-1-ammoniobicyclo[3.2.1]octan-1-yl)trihydroborate, Cl (hydrochloric acid), C(Cl)(Cl)Cl.O (chloroform water), CN(C)C=O (DMF), S1C(=NC2=C1C=CC=C2)NC(=S)N2C=NC=C2 (N-(benzo[d]thiazol-2-yl)-1H-imidazole-1-carbothioamide), C(C)(C)N=C=NC(C)C (N,N′-diisopropylcarbodiimide), C(Cl)(Cl)Cl.O (chloroform water). Yields the product S1C(=NC2=C1C=CC=C2)NC=2O[C@]1(CN2)[C@H]2CCCN(C1)C2 ((5S*,5′R*)—N-(benzo[d]thiazol-2-yl)-4′H-1-azaspiro[bicyclo[3.2.1]octane-6,5′-oxazol]-2′-amine). Reaction SMILES: [S:1]1[C:5]2[CH:6]=[CH:7][CH:8]=[CH:9][C:4]=2[N:3]=[C:2]1[NH:10][C:11]([N:13]1[CH:17]=[CH:16]N=C1)=S.[CH:18](N=C=NC(C)C)([CH3:20])[CH3:19].C(Cl)(Cl)Cl.[OH2:31].Cl.[CH3:33][N:34]([CH:36]=O)[CH3:35]>O>[S:1]1[C:5]2[CH:6]=[CH:7][CH:8]=[CH:9][C:4]=2[N:3]=[C:2]1[NH:10][C:11]1[O:31][C@:16]2([CH2:35][N:34]3[CH2:36][C@@H:19]2[CH2:18][CH2:20][CH2:33]3)[CH2:17][N:13]=1 |f:2.3|. Conditions: temperature 70 celsius, time 3 hour. The solvent is O (water). Procedure details: ((1R*,5S*,6S*)-6-(Aminomethyl)-6-hydroxy-1-ammoniobicyclo[3.2.1]octan-1-yl)trihydroborate (300 mg, 1.76 mmol) and N-(benzo[d]thiazol-2-yl)-1H-imidazole-1-carbothioamide (550 mg, 2.12 mmol) were combined in DMF (5 mL). The reaction was heated to 70° C. for 2 hours and then treated with N,N′-diisopropylcarbodiimide (1.37 mL, 8.82 mmol). The reaction was then heated an additional 2 hours and cooled to room temperature. The reaction was poured into a chloroform/water mixture and the organic was coll... Reactants: O=C1CCC(=O)N1Br, ClC(Cl)(Cl)Cl, COc1nc(C)cnc1N(C(=O)OCC(C)C)S(=O)(=O)c1cccnc1-c1ccc(C)cc1, CC(C)(C#N)N=NC(C)(C)C#N. Yields the product COc1nc(C)cnc1N(C(=O)OCC(C)C)S(=O)(=O)c1cccnc1-c1ccc(CBr)cc1. As a reaction SMILES: [Br:1][N:2]1[C:3](=[O:4])[CH2:5][CH2:6][C:7]1=[O:8].[C:54]([Cl:55])([Cl:56])([Cl:57])[Cl:58].[CH2:21]([CH:22]([CH3:23])[CH3:24])[O:25][C:26](=[O:27])[N:28]([S:29](=[O:30])(=[O:31])[c:32]1[c:33](-[c:38]2[cH:39][cH:40][c:41]([CH3:44])[cH:42][cH:43]2)[n:34][cH:35][cH:36][cH:37]1)[c:45]1[n:46][cH:47][c:48]([CH3:53])[n:49][c:50]1[O:51][CH3:52].[N:9]#[C:10][C:11]([N:12]=[N:13][C:14]([C:15]#[N:16])([CH3:17])[CH3:18])([CH3:19])[CH3:20]>>[Br:1][CH2:44][c:41]1[cH:40][cH:39][c:38](-[c:33]2[c:32]([S:29]([N:28]([C:26]([O:25][CH2:21][CH:22]([CH3:23])[CH3:24])=[O:27])[c:45]3[n:46][cH:47][c:48]([CH3:53])[n:49][c:50]3[O:51][CH3:52])(=[O:30])=[O:31])[cH:37][cH:36][cH:35][n:34]2)[cH:43][cH:42]1.